From a dataset of the Open Reaction Database (ORD), a public repository of structured organic reaction records. describe an organic reaction: reactants, conditions, products, and yield Reactants: BrC1=CC=C(C(=N1)C(NC)=O)NC1=NC(=NC=C1C(F)(F)F)NC1=C(C=C(CP(OCC)(OCC2(COC2)CN2N=CC(=C2)B2OC(C(O2)(C)C)(C)C)=O)C=C1)OC (Ethyl (3-{[4-(4,4,5,5-tetramethyl-1,3,2-dioxaborolan-2-yl)-1H-pyrazol-1-yl]methyl}oxetan-3-yl)methyl (4-{[4-{[6-bromo-2-(methylcarbamoyl)pyridin-3-yl]amino}-5-(trifluoromethyl)pyrimidin-2-yl]amino}-3-methoxybenzyl)phosphonate), CC1(OB(OC1(C)C)C=1C=NN(C1)CC1(COC1)CO)C ((3-{[4-(4,4,5,5-tetramethyl-1,3,2-dioxaborolan-2-yl)-1H-pyrazol-1-yl]methyl}oxetan-3-yl)methanol), CC1(OB(OC1(C)C)C=1C=NN(C1)CC1(COC1)CO)C ((3-{[4-(4,4,5,5-tetramethyl-1,3,2-dioxaborolan-2-yl)-1H-pyrazol-1-yl]methyl}oxetan-3-yl)methanol), BrC1=CC=C(C(=N1)C(NC)=O)NC1=NC(=NC=C1C(F)(F)F)NC1=CC(=C(CP(OCC)(O)=O)C=C1OC)Cl (ethyl hydrogen (4-{[4-{[6-bromo-2-(methylcarbamoyl)pyridin-3-yl]amino}-5-(trifluoromethyl)pyrimidin-2-yl]amino}-2-chloro-5-methoxybenzyl)phosphonate), BrC1=CC=C(C(=N1)C(NC)=O)NC1=NC(=NC=C1C(F)(F)F)NC1=CC(=C(CP(OCC)(O)=O)C=C1OC)Cl (ethyl hydrogen (4-{[4-{[6-bromo-2-(methylcarbamoyl)pyridin-3-yl]amino}-5-(trifluoromethyl)pyrimidin-2-yl]amino}-2-chloro-5-methoxybenzyl)phosphonate), mixture. The product is BrC1=CC=C(C(=N1)C(NC)=O)NC1=NC(=NC=C1C(F)(F)F)NC1=CC(=C(CP(OCC)(OCC2(COC2)CN2N=CC(=C2)B2OC(C(O2)(C)C)(C)C)=O)C=C1OC)Cl (Ethyl (3-{[4-(4,4,5,5-tetramethyl-1,3,2-dioxaborolan-2-yl)-1H-pyrazol-1-yl]methyl}oxetan-3-yl)methyl (4-{[4-{[6-bromo-2-(methylcarbamoyl)pyridin-3-yl]amino}-5-(trifluoromethyl)pyrimidin-2-yl]amino}-2-chloro-5-methoxybenzyl)phosphonate). RXN SMILES: [Br:1][C:2]1[N:7]=[C:6]([C:8](=[O:11])[NH:9][CH3:10])[C:5]([NH:12][C:13]2[C:18]([C:19]([F:22])([F:21])[F:20])=[CH:17][N:16]=[C:15]([NH:23][C:24]3[CH:56]=[CH:55][C:27]([CH2:28][P:29](=[O:54])([O:33][CH2:34][C:35]4([CH2:39][N:40]5[CH:44]=[C:43]([B:45]6[O:49][C:48]([CH3:51])([CH3:50])[C:47]([CH3:53])([CH3:52])[O:46]6)[CH:42]=[N:41]5)[CH2:38][O:37][CH2:36]4)[O:30][CH2:31][CH3:32])=[CH:26][C:25]=3[O:57][CH3:58])[N:14]=2)=[CH:4][CH:3]=1.BrC1N=C(C(=O)NC)C(NC2C(C(F)(F)F)=CN=C(NC3C(OC)=CC(CP(=O)(O)OCC)=C([Cl:97])C=3)N=2)=CC=1.CC1(C)C(C)(C)OB(C2C=NN(CC3(CO)COC3)C=2)O1>>[Br:1][C:2]1[N:7]=[C:6]([C:8](=[O:11])[NH:9][CH3:10])[C:5]([NH:12][C:13]2[C:18]([C:19]([F:21])([F:20])[F:22])=[CH:17][N:16]=[C:15]([NH:23][C:24]3[C:25]([O:57][CH3:58])=[CH:26][C:27]([CH2:28][P:29](=[O:54])([O:33][CH2:34][C:35]4([CH2:39][N:40]5[CH:44]=[C:43]([B:45]6[O:49][C:48]([CH3:50])([CH3:51])[C:47]([CH3:53])([CH3:52])[O:46]6)[CH:42]=[N:41]5)[CH2:38][O:37][CH2:36]4)[O:30][CH2:31][CH3:32])=[C:55]([Cl:97])[CH:56]=3)[N:14]=2)=[CH:4][CH:3]=1. Procedure: Prepared analogously to Compound 44A using ethyl hydrogen (4-{[4-{[6-bromo-2-(methylcarbamoyl)pyridin-3-yl]amino}-5-(trifluoromethyl)pyrimidin-2-yl]amino}-2-chloro-5-methoxybenzyl)phosphonate (Compound 56B, 200 mg, 0.306 mmol) and (3-{[4-(4,4,5,5-tetramethyl-1,3,2-dioxaborolan-2-yl)-1H-pyrazol-1-yl]methyl}oxetan-3-yl)methanol (Compound 44B, 94.5 mg, 0.321 mmol) to afford 175 mg of the title compound as a racemic mixture (61%). MS (ESI): m/z=931.68/933.72 [M+H]+. UPLC: tR=1.72 min (UPLC-TOF: pola... The reactants are C(CCCCC)N1CC2C(C2C1)(C)C=1C=C(C=CC1)N (3-(3-hexyl-6-methyl-3-azabicyclo[3.1.0]hex-6-yl)phenylamine), FC(CS(=O)(=O)Cl)(F)F (2,2,2-trifluoroethanesulphonyl chloride). Run at time 16 hour. Run in N1=CC=CC=C1 (pyridine). Product: FC(CS(=O)(=O)NC1=CC(=CC=C1)C1(C2CN(CC12)CCCCCC)C)(F)F (2,2,2-Trifluoro-N-[3-(3-hexyl-6-methyl-3-azabicyclo[3.1.0]hex-6-yl)phenyl]-1-ethanesulfonamide). Reported procedure: A solution of 3-(3-hexyl-6-methyl-3-azabicyclo[3.1.0]hex-6-yl)phenylamine (Preparation 12, 0.10 g, 0.37 mmol) in pyridine (8 ml) cooled at 0° C. was treated with 2,2,2-trifluoroethanesulphonyl chloride (0.08 g, 0.44 mmol). The reaction mixture was allowed to warm to room temperature and then stirred for 16 h. The reaction mixture was concentrated in vacuo and the residue was poured into saturated aqueous sodium hydrogen carbonate solution (100 ml) and extracted with dichloromethane (3×50 ml). Th... As a reaction SMILES: [CH2:1]([N:7]1[CH2:12][CH:11]2[CH:9]([C:10]2([C:14]2[CH:15]=[C:16]([NH2:20])[CH:17]=[CH:18][CH:19]=2)[CH3:13])[CH2:8]1)[CH2:2][CH2:3][CH2:4][CH2:5][CH3:6].[F:21][C:22]([F:29])([F:28])[CH2:23][S:24](Cl)(=[O:26])=[O:25]>N1C=CC=CC=1>[F:21][C:22]([F:29])([F:28])[CH2:23][S:24]([NH:20][C:16]1[CH:17]=[CH:18][CH:19]=[C:14]([C:10]2([CH3:13])[CH:11]3[CH:9]2[CH2:8][N:7]([CH2:1][CH2:2][CH2:3][CH2:4][CH2:5][CH3:6])[CH2:12]3)[CH:15]=1)(=[O:26])=[O:25]. The reactants are C[C@@H]1N(CCC1)C1C[C@H](CC1)C1=CC=C(C=C1)N (4-[(S)-3-((S)-2-methyl-pyrrolidin-1-yl)-cyclopentyl]-phenylamine), C[C@@H]1N(CCC1)C1C[C@H](CC1)C1=CC=C(C=C1)N (4-[(S)-3-((S)-2-methyl-pyrrolidin-1-yl)-cyclopentyl]-phenylamine), ClC1=CC=C(C(=O)Cl)C=C1 (4-chlorobenzoyl chloride). Product: ClC1=CC=C(C(=O)NC2=CC=C(C=C2)[C@@H]2CC(CC2)N2[C@H](CCC2)C)C=C1 (4-Chloro-N-{4-[(S)-3-((S)-2-methyl-pyrrolidin-1-yl)-cyclopentyl]-phenyl}-benzamide). As a reaction SMILES: [CH3:1][C@H:2]1[CH2:6][CH2:5][CH2:4][N:3]1[CH:7]1[CH2:11][CH2:10][C@H:9]([C:12]2[CH:17]=[CH:16][C:15]([NH2:18])=[CH:14][CH:13]=2)[CH2:8]1.[Cl:19][C:20]1[CH:28]=[CH:27][C:23]([C:24](Cl)=[O:25])=[CH:22][CH:21]=1>>[Cl:19][C:20]1[CH:28]=[CH:27][C:23]([C:24]([NH:18][C:15]2[CH:16]=[CH:17][C:12]([C@H:9]3[CH2:10][CH2:11][CH:7]([N:3]4[CH2:4][CH2:5][CH2:6][C@@H:2]4[CH3:1])[CH2:8]3)=[CH:13][CH:14]=2)=[O:25])=[CH:22][CH:21]=1. Procedure: The title compound was synthesized essentially in the same manner as Example 28 by employing 4-[(S)-3-((S)-2-methyl-pyrrolidin-1-yl)-cyclopentyl]-phenylamine (Intermediate 14) and 4-chlorobenzoyl chloride. Starting materials: COC1=CC=C(C=C1)CC1=CC=C(C=C1)C=1OC=CN1 (2-[4-[(4-methoxyphenyl)methyl]phenyl]oxazole). Run in ClCCl (dichloromethane), ClCCl (dichloromethane). Product: O1C(=NC=C1)C1=CC=C(C=C1)CC1=CC=C(C=C1)O (4-[[4-(2-oxazolyl)phenyl]methyl]phenol). Isolated yield 58.4%. RXN SMILES: C[O:2][C:3]1[CH:8]=[CH:7][C:6]([CH2:9][C:10]2[CH:15]=[CH:14][C:13]([C:16]3[O:17][CH:18]=[CH:19][N:20]=3)=[CH:12][CH:11]=2)=[CH:5][CH:4]=1>ClCCl>[O:17]1[CH:18]=[CH:19][N:20]=[C:16]1[C:13]1[CH:12]=[CH:11][C:10]([CH2:9][C:6]2[CH:7]=[CH:8][C:3]([OH:2])=[CH:4][CH:5]=2)=[CH:15][CH:14]=1. Procedure details: A solution of 2-[4-[(4-methoxyphenyl)methyl]phenyl]oxazole (0.4 g, 1.5 mmol) in dichloromethane (15 mL) was stirred and cooled to −78° C. as a solution of borontribromide in dichloromethane (1 N, 15 mL, 15 mmol) was added over 5 minutes. The cooling bath was removed and the reaction was allowed to warm to ambient temperature over 3 days. The reaction was diluted with methanol and concentrated, repeat twice. Purification on silica gel using a gradient of ethyl acetate in dichloromethane and hexan... The reactants are CC(C)(C)c1ccc(-n2c(Cl)c(C=O)c3ccccc32)cc1, C1CNCCN1, C1COCCO1, O. Product: CC(C)(C)c1ccc(-n2c(N3CCNCC3)c(C=O)c3ccccc32)cc1. RXN SMILES: [C:1]([CH3:2])([CH3:3])([CH3:4])[c:5]1[cH:6][cH:7][c:8](-[n:11]2[c:12]([Cl:22])[c:13]([CH:20]=[O:21])[c:14]3[cH:15][cH:16][cH:17][cH:18][c:19]23)[cH:9][cH:10]1.[CH2:23]1[CH2:24][NH:25][CH2:26][CH2:27][NH:28]1.[O:30]1[CH2:31][CH2:32][O:33][CH2:34][CH2:35]1.[OH2:29]>>[C:1]([CH3:2])([CH3:3])([CH3:4])[c:5]1[cH:6][cH:7][c:8](-[n:11]2[c:12]([N:25]3[CH2:24][CH2:23][NH:28][CH2:27][CH2:26]3)[c:13]([CH:20]=[O:21])[c:14]3[cH:15][cH:16][cH:17][cH:18][c:19]23)[cH:9][cH:10]1. Reactants: C(C)(=O)OCC.CCCCCC (ethyl acetate hexane), C(C)(=O)O[C@@H]1CC2=CC=C3[C@@H]4CC[C@H](C(C)C5OCC(CO5)(C)C)[C@]4(CC[C@@H]3[C@]2([C@@H]2[C@H]1O2)C)C (20-(5,5-dimethyl-1,3-dioxan-2-yl)-1α,2α-epoxypregna-5,7-dien-3β-yl acetate), C([O-])([O-])=O.[K+].[K+] (potassium carbonate). The solvent is CO (methanol). Run at time 2 hour. The product is CC1(COC(OC1)C(C)[C@H]1CC[C@H]2C3=CC=C4C[C@H]([C@H]5[C@@H]([C@]4(C)[C@H]3CC[C@]12C)O5)O)C (20-(5,5-dimethyl-1,3-dioxan-2-yl)-1α,2α-epoxypregna-5,7-dien-3β-ol). Isolated yield 88.0%. Reaction SMILES: C([O:4][C@H:5]1[C@@H:31]2[O:32][C@@H:30]2[C@@:29]2([CH3:33])[C:7](=[CH:8][CH:9]=[C:10]3[C@@H:28]2[CH2:27][CH2:26][C@@:25]2([CH3:34])[C@H:11]3[CH2:12][CH2:13][C@@H:14]2[CH:15]([CH:17]2[O:22][CH2:21][C:20]([CH3:24])([CH3:23])[CH2:19][O:18]2)[CH3:16])[CH2:6]1)(=O)C.C(=O)([O-])[O-].[K+].[K+].C(OCC)(=O)C.CCCCCC>CO>[CH3:24][C:20]1([CH3:23])[CH2:19][O:18][CH:17]([CH:15]([C@@H:14]2[C@:25]3([CH3:34])[C@H:11]([C:10]4[C@H:28]([CH2:27][CH2:26]3)[C@:29]3([CH3:33])[C:7]([CH2:6][C@@H:5]([OH:4])[C@@H:31]5[O:32][C@@H:30]53)=[CH:8][CH:9]=4)[CH2:12][CH2:13]2)[CH3:16])[O:22][CH2:21]1 |f:1.2.3,4.5|. Procedure details: To a solution of 5 mg (0.0106 mmole) of 20-(5,5-dimethyl-1,3-dioxan-2-yl)-1α,2α-epoxypregna-5,7-dien-3β-yl acetate in 2 ml of dry methanol was added 7.3 mg (0.0528 mmole) of anhydrous potassium carbonate and the mixture was stirred at room temperature for 2 hours. The reaction mixture was filtered through a glass filter with the aid of Celite and the filtrate was concentrated under reduced pressure. Finally the concentrate was purified by silica gel chromatography (eluent: ethyl acetate-hexane=1... Starting materials: Cl.ClCC1=CC=NC=C1 (4-chloromethylpyridine hydrochloride), ClC1=CC=C(C=C1)S(=O)[O-].[Na+] (sodium 4-chlorobenzenesulfinate), C(C)(=O)[O-].[K+] (potassium acetate). Solvent: C(CC)O (1-propanol). The product is ClC1=CC=C(C=C1)S(=O)(=O)CC1=CC=NC=C1 (4-(4-Chlorophenylsulfonylmethyl)pyridine). Reaction SMILES: Cl.Cl[CH2:3][C:4]1[CH:9]=[CH:8][N:7]=[CH:6][CH:5]=1.[Cl:10][C:11]1[CH:16]=[CH:15][C:14]([S:17]([O-:19])=[O:18])=[CH:13][CH:12]=1.[Na+].C([O-])(=O)C.[K+]>C(O)CC>[Cl:10][C:11]1[CH:16]=[CH:15][C:14]([S:17]([CH2:3][C:4]2[CH:9]=[CH:8][N:7]=[CH:6][CH:5]=2)(=[O:19])=[O:18])=[CH:13][CH:12]=1 |f:0.1,2.3,4.5|. Procedure: Under heating, a 1-propanol (50 ml) solution of 4-chloromethylpyridine hydrochloride (1.26 g, 7.65 mmol), sodium 4-chlorobenzenesulfinate (1.52 g, 7.65 mmol) and potassium acetate (1.50 g, 15.3 mmol) was stirred at 70° C. for 8 hours. After cooling to room temperature, the reaction mixture was concentrated under reduced pressure. The residue was filtered through a short column (silica gel, ethyl acetate) and the eluate was concentrated under reduced pressure. The residue was subjected to chromat... Procedure details: 37.9 mg of 6-[(4-morpholinophenyl)amino]-4-[(pyrrolidin-2-ylmethyl)amino]pyridine-3-carboxyamide (the compound of Example 358) was dissolved in 2 mL of methylene chloride, to which, under ice cooling, 19.4 mg of 37% formaldehyde in water, 40.5 mg of sodium triacetoxyborohydride and acetic acid were sequentially added, and stirred at room temperature for 2 hours. To the reaction mixture, saturated sodium bicarbonate in water was added, extracted with chloroform:methanol=10:1, the extract washed w... Run at time 2 hour. Product: CN1C(CCC1)CNC1=C(C=NC(=C1)NC1=CC=C(C=C1)N1CCOCC1)CC(=O)N (4-{[(1-methylpyrrolidin-2-yl)methyl]amino}-6-[(4-morpholinophenyl)amino]pyridine-3-carboxyamide). Starting materials: O1CCN(CC1)C1=CC=C(C=C1)NC1=CC(=C(C=N1)CC(=O)N)NCC1NCCC1 (6-[(4-morpholinophenyl)amino]-4-[(pyrrolidin-2-ylmethyl)amino]pyridine-3-carboxyamide), O1CCN(CC1)C1=CC=C(C=C1)NC1=CC(=C(C=N1)CC(=O)N)NCC1NCCC1 (6-[(4-morpholinophenyl)amino]-4-[(pyrrolidin-2-ylmethyl)amino]pyridine-3-carboxyamide), C([O-])(O)=O.[Na+] (sodium bicarbonate), C=O (formaldehyde), C(C)(=O)O[BH-](OC(C)=O)OC(C)=O.[Na+] (sodium triacetoxyborohydride). RXN SMILES: [O:1]1[CH2:6][CH2:5][N:4]([C:7]2[CH:12]=[CH:11][C:10]([NH:13][C:14]3[N:19]=[CH:18][C:17]([CH2:20][C:21]([NH2:23])=[O:22])=[C:16]([NH:24][CH2:25][CH:26]4[CH2:30][CH2:29][CH2:28][NH:27]4)[CH:15]=3)=[CH:9][CH:8]=2)[CH2:3][CH2:2]1.C=O.[C:33](O[BH-](OC(=O)C)OC(=O)C)(=O)C.[Na+].C(=O)(O)[O-].[Na+]>C(Cl)Cl.O.C(O)(=O)C>[CH3:33][N:27]1[CH2:28][CH2:29][CH2:30][CH:26]1[CH2:25][NH:24][C:16]1[CH:15]=[C:14]([NH:13][C:10]2[CH:11]=[CH:12][C:7]([N:4]3[CH2:3][CH2:2][O:1][CH2:6][CH2:5]3)=[CH:8][CH:9]=2)[N:19]=[CH:18][C:17]=1[CH2:20][C:21]([NH2:23])=[O:22] |f:2.3,4.5|. Isolated yield 70.2%. The solvent is C(Cl)Cl (methylene chloride), O (water), O (water), C(C)(=O)O (acetic acid). The reactants are C1(=CC=CC=C1)P(C1=CC=CC=C1)C1=CC=CC=C1 (triphenylphosphine), N(=NC(=O)OCC)C(=O)OCC (diethyl azodicarboxylate), OC1(C(CCCC1)(C(NC)=S)C=1C=NC=CC1)C (2-hydroxy-2,N-dimethyl-1-(pyrid-3-yl)cyclohexane carbothioamide), Cl (hydrochloric acid). Run in O1CCCC1 (tetrahydrofuran), O1CCCC1 (tetrahydrofuran). Reaction conditions: time 30 minute. Yields the product C=C1C(CCCC1)(C(NC)=S)C=1C=NC=CC1 ((±)-2-methylene-N-methyl-1-(pyrid-3-yl)cyclohexane carbothioamide). Yield: 16.9%. As a reaction SMILES: C1(P(C2C=CC=CC=2)C2C=CC=CC=2)C=CC=CC=1.N(C(OCC)=O)=NC(OCC)=O.O[C:33]1([CH3:49])[CH2:38][CH2:37][CH2:36][CH2:35][C:34]1([C:43]1[CH:44]=[N:45][CH:46]=[CH:47][CH:48]=1)[C:39](=[S:42])[NH:40][CH3:41].Cl>O1CCCC1>[CH2:49]=[C:33]1[CH2:38][CH2:37][CH2:36][CH2:35][C:34]1([C:43]1[CH:44]=[N:45][CH:46]=[CH:47][CH:48]=1)[C:39](=[S:42])[NH:40][CH3:41]. Procedure: A solution of triphenylphosphine (2.35 g, 9 mmol) in anhydrous tetrahydrofuran (30 ml) was treated dropwise with diethyl azodicarboxylate (1.4 ml, 9 mmol) over 5 min at 0° C. The solution was stirred at this temperature for 30 min and ten treated with a solution of 2-hydroxy-2,N-dimethyl-1-(pyrid-3-yl)cyclohexane carbothioamide (1.59 g, 6 mmol) in anhydrous tetrahydrofuran (15 ml). The mixture was warmed to room temperature and stirred for 16 h. The solution was then poured into aqueous hydrochl... Starting materials: CC1=C(N=C(N1)C=O)C(F)(F)F (5-Methyl-4-(trifluoromethyl)-1H-imidazole-2-carbaldehyde), CC(C)=CC (2-methyl-2-butene), Cl(=O)[O-].[Na+] (sodium chlorite), P(=O)(O)(O)[O-].[Na+] (sodium dihydrogenphosphate). Procedure: The same operation as in Example (33c) was performed using 5-methyl-4-(trifluoromethyl)-1H-imidazole-2-carbaldehyde obtained in Example (36c) (90 mg, 0.51 mmol), sodium chlorite (95 mg, 1.05 mmol), sodium dihydrogenphosphate (154 mg, 0.99 mmol) and 2-methyl-2-butene (0.3 mL, 2.84 mmol), to obtain 117 mg of the title compound as a white solid (100%). The product is CC1=C(N=C(N1)C(=O)O)C(F)(F)F (5-Methyl-4-(trifluoromethyl)-1H-imidazole-2-carboxylic acid). Reaction SMILES: [CH3:1][C:2]1[NH:6][C:5]([CH:7]=[O:8])=[N:4][C:3]=1[C:9]([F:12])([F:11])[F:10].Cl([O-])=[O:14].[Na+].P([O-])(O)(O)=O.[Na+].CC(=CC)C>>[CH3:1][C:2]1[NH:6][C:5]([C:7]([OH:14])=[O:8])=[N:4][C:3]=1[C:9]([F:12])([F:10])[F:11] |f:1.2,3.4|. Isolated yield 118.2%.